Dataset: the Open Reaction Database (ORD), a public repository of structured organic reaction records. Task: describe an organic reaction: reactants, conditions, products, and yield Reactants: CCOC(=O)C1(CCOC)CCN(S(=O)(=O)c2ccccc2Cl)CC1, NCCc1ccccc1, C[Al+]C, Cc1ccccc1, [Cl-]. The product is O=C1N(CCc2ccccc2)CCC12CCN(S(=O)(=O)c1ccccc1Cl)CC2. As a reaction SMILES: [CH2:1]([O:2][C:4](=[O:5])[C:6]1([CH2:22][CH2:23][O:3][CH3:24])[CH2:7][CH2:8][N:9]([S:12](=[O:13])(=[O:14])[c:15]2[c:16]([Cl:21])[cH:17][cH:18][cH:19][cH:20]2)[CH2:10][CH2:11]1)[CH3:25].[CH2:30]([CH2:31][c:32]1[cH:33][cH:34][cH:35][cH:36][cH:37]1)[NH2:38].[CH3:27][Al+:28][CH3:29].[CH3:39][c:40]1[cH:41][cH:42][cH:43][cH:44][cH:45]1.[Cl-:26]>>[C:4]1(=[O:5])[C:6]2([CH2:7][CH2:8][N:9]([S:12](=[O:13])(=[O:14])[c:15]3[c:16]([Cl:21])[cH:17][cH:18][cH:19][cH:20]3)[CH2:10][CH2:11]2)[CH2:22][CH2:23][N:38]1[CH2:30][CH2:31][c:32]1[cH:33][cH:34][cH:35][cH:36][cH:37]1.